Task: describe an organic reaction: reactants, conditions, products, and yield. Dataset: the Open Reaction Database (ORD), a public repository of structured organic reaction records The reactants are C(C)(C)(C)OC(=O)N1CC(N(CC1)CC1=C(C=CC(=C1)O[Si](C1=CC=CC=C1)(C1=CC=CC=C1)C(C)(C)C)Br)=O (4-[2-bromo-5-(tert-butyldiphenylsilyloxy)-benzyl]-3-oxo-piperazine-1-carboxylic acid tert-butyl ester), FC(C(=O)O)(F)F (trifluoroacetic acid), C([O-])(O)=O.[Na+] (sodium bicarbonate). Solvent: C(Cl)Cl (methylene chloride). Reaction conditions: time 3 hour. Product: BrC1=C(CN2C(CNCC2)=O)C=C(C=C1)O[Si](C1=CC=CC=C1)(C1=CC=CC=C1)C(C)(C)C (1-[2-bromo-5-(tert-butyldiphenylsilyloxy)-benzyl]-piperazin -2-one). RXN SMILES: C(OC([N:8]1[CH2:13][CH2:12][N:11]([CH2:14][C:15]2[CH:20]=[C:19]([O:21][Si:22]([C:35]([CH3:38])([CH3:37])[CH3:36])([C:29]3[CH:34]=[CH:33][CH:32]=[CH:31][CH:30]=3)[C:23]3[CH:28]=[CH:27][CH:26]=[CH:25][CH:24]=3)[CH:18]=[CH:17][C:16]=2[Br:39])[C:10](=[O:40])[CH2:9]1)=O)(C)(C)C.FC(F)(F)C(O)=O.C(=O)(O)[O-].[Na+]>C(Cl)Cl>[Br:39][C:16]1[CH:17]=[CH:18][C:19]([O:21][Si:22]([C:35]([CH3:38])([CH3:37])[CH3:36])([C:23]2[CH:28]=[CH:27][CH:26]=[CH:25][CH:24]=2)[C:29]2[CH:34]=[CH:33][CH:32]=[CH:31][CH:30]=2)=[CH:20][C:15]=1[CH2:14][N:11]1[CH2:12][CH2:13][NH:8][CH2:9][C:10]1=[O:40] |f:2.3|. Procedure: To a solution of product from Step D (2.30 g, 3.69 mmol) in methylene chloride (16 mL) was added trifluoroacetic acid (4 mL). The resulting solution was stirred for 3 hours, then poured onto saturated aqueous sodium bicarbonate, and extracted with methylene chloride (3×50 mL). The combined organic layers were dried over sodium sulfate, filtered, and concentrated in vacuo to provide the title product as a yellow oil which was sufficiently pure for use in the next step. Starting materials: Cc1cc(-c2cccc(C(=O)CC(=O)Nc3cc(C(F)(F)F)ccc3NC(=O)OC(C)(C)C)c2)ccn1, ClCCl, O=C(O)C(F)(F)F. Yields the product Cc1cc(-c2cccc(C3=Nc4ccc(C(F)(F)F)cc4NC(=O)C3)c2)ccn1. Reaction SMILES: [C:1]([O:2][C:3](=[O:4])[NH:7][c:8]1[c:9]([NH:18][C:19]([CH2:20][C:21](=[O:5])[c:23]2[cH:24][c:25](-[c:29]3[cH:30][c:31]([CH3:35])[n:32][cH:33][cH:34]3)[cH:26][cH:27][cH:28]2)=[O:36])[cH:10][c:11]([C:14]([F:15])([F:16])[F:17])[cH:12][cH:13]1)([CH3:6])([CH3:22])[CH3:37].[Cl:45][CH2:46][Cl:47].[F:38][C:39]([F:40])([F:41])[C:42]([OH:43])=[O:44]>>[N:7]1=[C:21]([c:23]2[cH:24][c:25](-[c:29]3[cH:30][c:31]([CH3:35])[n:32][cH:33][cH:34]3)[cH:26][cH:27][cH:28]2)[CH2:20][C:19](=[O:36])[NH:18][c:9]2[c:8]1[cH:13][cH:12][c:11]([C:14]([F:15])([F:16])[F:17])[cH:10]2. The reactants are CC(C)(C)OC(=O)CBr, CN(C)C=O, CCOC(=O)c1c[nH]nc1C(F)(F)F, [H-], [Na+], O. Yields the product CCOC(=O)c1cn(CC(=O)OC(C)(C)C)nc1C(F)(F)F. As a reaction SMILES: [Br:17][CH2:18][C:19](=[O:20])[O:21][C:22]([CH3:23])([CH3:24])[CH3:25].[CH3:26][N:27]([CH3:28])[CH:29]=[O:30].[F:1][C:2]([c:3]1[n:4][nH:5][cH:6][c:7]1[C:8](=[O:9])[O:10][CH2:11][CH3:12])([F:13])[F:14].[H-:15].[Na+:16].[OH2:31]>>[F:1][C:2]([c:3]1[n:4][n:5]([CH2:18][C:19](=[O:20])[O:21][C:22]([CH3:23])([CH3:24])[CH3:25])[cH:6][c:7]1[C:8](=[O:9])[O:10][CH2:11][CH3:12])([F:13])[F:14]. Starting materials: CC1(C)OCC(C(=O)N2CC=C(c3c(F)cc(N4CC(Cn5ccnn5)OC4=O)cc3F)CC2)O1, Cl, C1CCOC1. Yields the product O=C(C(O)CO)N1CC=C(c2c(F)cc(N3CC(Cn4ccnn4)OC3=O)cc2F)CC1. RXN SMILES: [CH3:1][C:2]1([CH3:35])[O:3][CH2:4][CH:5]([C:7](=[O:8])[N:9]2[CH2:10][CH:11]=[C:12]([c:15]3[c:16]([F:34])[cH:17][c:18]([N:22]4[C:23](=[O:33])[O:24][CH:25]([CH2:27][n:28]5[n:29][n:30][cH:31][cH:32]5)[CH2:26]4)[cH:19][c:20]3[F:21])[CH2:13][CH2:14]2)[O:6]1.[ClH:36].[O:37]1[CH2:38][CH2:39][CH2:40][CH2:41]1>>[OH:3][CH2:4][CH:5]([OH:6])[C:7](=[O:8])[N:9]1[CH2:10][CH:11]=[C:12]([c:15]2[c:16]([F:34])[cH:17][c:18]([N:22]3[C:23](=[O:33])[O:24][CH:25]([CH2:27][n:28]4[n:29][n:30][cH:31][cH:32]4)[CH2:26]3)[cH:19][c:20]2[F:21])[CH2:13][CH2:14]1.